Dataset: the Open Reaction Database (ORD), a public repository of structured organic reaction records. Task: describe an organic reaction: reactants, conditions, products, and yield The reactants are CNC1CN(C(=O)C2CCN(CC3CC3)CC2)CC1c1ccc(Cl)c(Cl)c1, O=C(Cl)Cc1ccc(Cl)cc1. Yields the product CN(C(=O)Cc1ccc(Cl)cc1)C1CN(C(=O)C2CCN(CC3CC3)CC2)CC1c1ccc(Cl)c(Cl)c1. Reaction SMILES: [CH:1]1([CH2:4][N:5]2[CH2:6][CH2:7][CH:8]([C:11](=[O:12])[N:13]3[CH2:14][CH:15]([c:20]4[cH:21][c:22]([Cl:27])[c:23]([Cl:26])[cH:24][cH:25]4)[CH:16]([NH:18][CH3:19])[CH2:17]3)[CH2:9][CH2:10]2)[CH2:2][CH2:3]1.[Cl:28][c:29]1[cH:30][cH:31][c:32]([CH2:35][C:36](=[O:37])[Cl:38])[cH:33][cH:34]1>>[CH:1]1([CH2:4][N:5]2[CH2:6][CH2:7][CH:8]([C:11](=[O:12])[N:13]3[CH2:14][CH:15]([c:20]4[cH:21][c:22]([Cl:27])[c:23]([Cl:26])[cH:24][cH:25]4)[CH:16]([N:18]([CH3:19])[C:36]([CH2:35][c:32]4[cH:31][cH:30][c:29]([Cl:28])[cH:34][cH:33]4)=[O:37])[CH2:17]3)[CH2:9][CH2:10]2)[CH2:2][CH2:3]1. Reactants: CCO, CC(=O)O, [H][H], COc1cc(-c2csc3c(C=CCN4CCC(O)CC4)cnc(N)c23)ccc1NC(=O)c1cc2ccccc2n1C, [OH-], [OH-], [Pd+2]. Yields the product COc1cc(-c2csc3c(CCCN4CCC(O)CC4)cnc(N)c23)ccc1NC(=O)c1cc2ccccc2n1C. RXN SMILES: [CH3:42][CH2:43][OH:44].[CH3:50][C:51](=[O:52])[OH:53].[H:45][H:46].[NH2:1][c:2]1[n:3][cH:4][c:5]([CH:32]=[CH:33][CH2:34][N:35]2[CH2:36][CH2:37][CH:38]([OH:41])[CH2:39][CH2:40]2)[c:6]2[c:7]1[c:8](-[c:11]1[cH:12][c:13]([O:30][CH3:31])[c:14]([NH:17][C:18](=[O:19])[c:20]3[n:21]([CH3:29])[c:22]4[cH:23][cH:24][cH:25][cH:26][c:27]4[cH:28]3)[cH:15][cH:16]1)[cH:9][s:10]2.[OH-:47].[OH-:49].[Pd+2:48]>>[NH2:1][c:2]1[n:3][cH:4][c:5]([CH2:32][CH2:33][CH2:34][N:35]2[CH2:36][CH2:37][CH:38]([OH:41])[CH2:39][CH2:40]2)[c:6]2[c:7]1[c:8](-[c:11]1[cH:12][c:13]([O:30][CH3:31])[c:14]([NH:17][C:18](=[O:19])[c:20]3[n:21]([CH3:29])[c:22]4[cH:23][cH:24][cH:25][cH:26][c:27]4[cH:28]3)[cH:15][cH:16]1)[cH:9][s:10]2.